This data is from the Open Reaction Database (ORD), a public repository of structured organic reaction records. The task is: describe an organic reaction: reactants, conditions, products, and yield Starting materials: B, C1CCOC1, Cn1cc(-c2c[nH]c3ncc(C(=O)N4CCc5ccccc54)cc23)cn1. The product is Cn1cc(-c2c[nH]c3ncc(CN4CCc5ccccc54)cc23)cn1. Reaction SMILES: [BH3:1].[CH2:28]1[O:29][CH2:30][CH2:31][CH2:32]1.[N:2]1([C:11](=[O:12])[c:13]2[cH:14][c:15]3[c:16]([n:17][cH:18]2)[nH:19][cH:20][c:21]3-[c:22]2[cH:23][n:24][n:25]([CH3:27])[cH:26]2)[CH2:3][CH2:4][c:5]2[cH:6][cH:7][cH:8][cH:9][c:10]21>>[N:2]1([CH2:11][c:13]2[cH:14][c:15]3[c:16]([n:17][cH:18]2)[nH:19][cH:20][c:21]3-[c:22]2[cH:23][n:24][n:25]([CH3:27])[cH:26]2)[CH2:3][CH2:4][c:5]2[cH:6][cH:7][cH:8][cH:9][c:10]21. The reactants are [N+](=O)([O-])C1=NNC=C1 (nitropyrazole), OC1CCN(CC1)C(=O)OC(C)(C)C (tert-butyl 4-hydroxypiperidine-1-carboxylate), C1(=CC=CC=C1)P(C1=CC=CC=C1)C1=CC=CC=C1 (triphenylphosphine), N(=NC(=O)OC(C)C)C(=O)OC(C)C (diisopropyl azodicarboxylate). Run in C1CCOC1 (THF). Reaction conditions: time 16 hour. Product: [N+](=O)([O-])C=1C=NN(C1)C1CCN(CC1)C(=O)OC(C)(C)C (tert-Butyl 4-(4-nitro-1H-pyrazol-1-yl)piperidine-1-carboxylate). The yield is 56.7%. Reaction SMILES: [N+:1]([C:4]1C=CNN=1)([O-:3])=[O:2].O[CH:10]1[CH2:15][CH2:14][N:13]([C:16]([O:18][C:19]([CH3:22])([CH3:21])[CH3:20])=[O:17])[CH2:12][CH2:11]1.C1(P(C2C=CC=CC=2)C2C=CC=CC=2)C=CC=CC=1.[N:42]([C:50](OC(C)C)=O)=[N:43][C:44](OC(C)C)=O>C1COCC1>[N+:1]([C:4]1[CH:50]=[N:42][N:43]([CH:10]2[CH2:15][CH2:14][N:13]([C:16]([O:18][C:19]([CH3:22])([CH3:21])[CH3:20])=[O:17])[CH2:12][CH2:11]2)[CH:44]=1)([O-:3])=[O:2]. Procedure details: To a solution of nitropyrazole (3.0 g, 25 mmol), tert-butyl 4-hydroxypiperidine-1-carboxylate (6.0 g, 30 mmol) and triphenylphosphine (7.9 g, 30 mmol) in THF (200 mL) at room temperature was added diisopropyl azodicarboxylate (6.0 g, 30 mmol) and the reaction mixture was stirred for 16 h. The reaction mixture was concentrated and the residue was purified by chromatography (silica, hexanes/ethyl acetate) to provide the desired product (4.2 g, 57%) as a white solid: